Dataset: the Open Reaction Database (ORD), a public repository of structured organic reaction records. Task: describe an organic reaction: reactants, conditions, products, and yield Reactants: [BH4-], CC(=O)c1ccc2c(C(N)=O)c(NC(N)=O)[nH]c2c1, [Na+], C1CCOC1, O. Product: CC(O)c1ccc2c(C(N)=O)c(NC(N)=O)[nH]c2c1. RXN SMILES: [BH4-:1].[C:3]([CH3:4])(=[O:5])[c:6]1[cH:7][cH:8][c:9]2[c:10]([C:19](=[O:20])[NH2:21])[c:11]([NH:15][C:16](=[O:17])[NH2:18])[nH:12][c:13]2[cH:14]1.[Na+:2].[O:23]1[CH2:24][CH2:25][CH2:26][CH2:27]1.[OH2:22]>>[CH:3]([CH3:4])([OH:5])[c:6]1[cH:7][cH:8][c:9]2[c:10]([C:19](=[O:20])[NH2:21])[c:11]([NH:15][C:16](=[O:17])[NH2:18])[nH:12][c:13]2[cH:14]1. Reactants: O=C(n1ccnc1)n1ccnc1, ClCCl, CC(SC1COC(C=CC=Cc2ccc(C#N)cc2F)OC1)C(O)(Cn1cncn1)c1ccc(F)cc1F, [H-], [Na+], O=P([O-])([O-])[O-]. The product is CC(SC1COC(C=CC=Cc2ccc(C#N)cc2F)OC1)C(Cn1cncn1)(OC(=O)n1ccnc1)c1ccc(F)cc1F. Reaction SMILES: [C:39](=[O:40])([n:41]1[cH:42][n:43][cH:44][cH:45]1)[n:46]1[cH:47][cH:48][n:49][cH:50]1.[Cl:58][CH2:59][Cl:60].[F:1][c:2]1[c:3]([C:9]([CH:10]([CH3:11])[S:12][CH:13]2[CH2:14][O:15][CH:16]([CH:19]=[CH:20][CH:21]=[CH:22][c:23]3[c:24]([F:31])[cH:25][c:26]([C:27]#[N:28])[cH:29][cH:30]3)[O:17][CH2:18]2)([CH2:32][n:33]2[n:34][cH:35][n:36][cH:37]2)[OH:38])[cH:4][cH:5][c:6]([F:8])[cH:7]1.[H-:51].[Na+:52].[O-:53][P:54](=[O:55])([O-:56])[O-:57]>>[F:1][c:2]1[c:3]([C:9]([CH:10]([CH3:11])[S:12][CH:13]2[CH2:14][O:15][CH:16]([CH:19]=[CH:20][CH:21]=[CH:22][c:23]3[c:24]([F:31])[cH:25][c:26]([C:27]#[N:28])[cH:29][cH:30]3)[O:17][CH2:18]2)([CH2:32][n:33]2[n:34][cH:35][n:36][cH:37]2)[O:38][C:39](=[O:40])[n:41]2[cH:42][n:43][cH:44][cH:45]2)[cH:4][cH:5][c:6]([F:8])[cH:7]1. Procedure: To a solution of 2-aminothiazole (48 mg, 0.45 mmol) in CH2Cl2 (5 mL) was added 1,1′-carbonyldiimidazole (90 mg, 0.55 mmol) and the reaction was stirred at room temperature for 4 h. The reaction mixture was concentrated and dried in vacuo. The tan residue was dissolved in a solution of the (3,5-dimethyl-pyridin-2-ylmethyl)-(3-isopropyl-pyridin-2-ylmethyl)-piperidine-4-yl-amine (80 mg, 0.23 mmol) in CH3CN (5 mL) and warmed to 60° C. After 2 h at 60° C., the mixture was cooled and diluted with CH2C... Product: S1C(=NC=C1)NC(=O)N1CCC(CC1)N(CC1=NC=CC=C1C(C)C)CC1=NC=C(C=C1C)C (4-[(3,5-dimethyl-pyridin-2-ylmethyl)-(3-isopropyl-pyridin-2-ylmethyl)-amino]-piperidine-1-carboxylic acid thiazol-2-ylamide). Reaction conditions: time 4 hour. The yield is 36.3%. The reactants are NC=1SC=CN1 (2-aminothiazole), C(=O)(N1C=NC=C1)N1C=NC=C1 (1,1′-carbonyldiimidazole), CC=1C(=NC=C(C1)C)CN(C1CCNCC1)CC1=NC=CC=C1C(C)C ((3,5-dimethyl-pyridin-2-ylmethyl)-(3-isopropyl-pyridin-2-ylmethyl)-piperidine-4-yl-amine). As a reaction SMILES: [NH2:1][C:2]1[S:3][CH:4]=[CH:5][N:6]=1.[C:7](N1C=CN=C1)(N1C=CN=C1)=[O:8].[CH3:19][C:20]1[C:21]([CH2:27][N:28]([CH2:35][C:36]2[C:41]([CH:42]([CH3:44])[CH3:43])=[CH:40][CH:39]=[CH:38][N:37]=2)[CH:29]2[CH2:34][CH2:33][NH:32][CH2:31][CH2:30]2)=[N:22][CH:23]=[C:24]([CH3:26])[CH:25]=1>C(Cl)Cl.CC#N>[S:3]1[CH:4]=[CH:5][N:6]=[C:2]1[NH:1][C:7]([N:32]1[CH2:33][CH2:34][CH:29]([N:28]([CH2:27][C:21]2[C:20]([CH3:19])=[CH:25][C:24]([CH3:26])=[CH:23][N:22]=2)[CH2:35][C:36]2[C:41]([CH:42]([CH3:44])[CH3:43])=[CH:40][CH:39]=[CH:38][N:37]=2)[CH2:30][CH2:31]1)=[O:8]. Run in C(Cl)Cl (CH2Cl2), CC#N (CH3CN), C(Cl)Cl (CH2Cl2).